This data is from the Open Reaction Database (ORD), a public repository of structured organic reaction records. The task is: describe an organic reaction: reactants, conditions, products, and yield Product: ClC=1C=C(C=CC1F)NC1=NC(=NC2=CC=C(C=C12)CCCC(=O)N1CCOCC1)C=1C=NC=CC1 (4-(4-(3-chloro-4-fluorophenylamino)-2-(pyridin-3-yl) quinazolin-6-yl)-1-morpholinobutan-1-one). The reactants are C(C1=CC=CC=C1)(=O)NC1=C(C(=O)N)C=C(C=C1C)OC (2-benzamido-5-methoxy-3-methylbenzamide), N1CCOCC1 (morpholine), NC1=C(C(=O)N)C=C(C=C1C)OC (2-amino-5-methoxy-3-methylbenzamide), ClC=1C=C(C=CC1F)NC1=NC(=NC2=CC=C(C=C12)CCCC(=O)O)C=1C=NC=CC1 (4-(4-(3-chloro-4-fluorophenylamino)-2-(pyridin-3-yl)quinazolin-6-yl) butanoic acid). Yield: 40.0%. Reaction SMILES: C(NC1C(C)=CC(OC)=CC=1C(N)=O)(=O)C1C=CC=CC=1.NC1C(C)=CC(OC)=CC=1C(N)=O.[Cl:35][C:36]1[CH:37]=[C:38]([NH:43][C:44]2[C:53]3[C:48](=[CH:49][CH:50]=[C:51]([CH2:54][CH2:55][CH2:56][C:57]([OH:59])=O)[CH:52]=3)[N:47]=[C:46]([C:60]3[CH:61]=[N:62][CH:63]=[CH:64][CH:65]=3)[N:45]=2)[CH:39]=[CH:40][C:41]=1[F:42].[NH:66]1[CH2:71][CH2:70][O:69][CH2:68][CH2:67]1>>[Cl:35][C:36]1[CH:37]=[C:38]([NH:43][C:44]2[C:53]3[C:48](=[CH:49][CH:50]=[C:51]([CH2:54][CH2:55][CH2:56][C:57]([N:66]4[CH2:71][CH2:70][O:69][CH2:68][CH2:67]4)=[O:59])[CH:52]=3)[N:47]=[C:46]([C:60]3[CH:61]=[N:62][CH:63]=[CH:64][CH:65]=3)[N:45]=2)[CH:39]=[CH:40][C:41]=1[F:42]. Procedure: 4-(4-(3-chloro-4-fluorophenylamino)-2-(pyridin-3-yl) quinazolin-6-yl)-1-morpholinobutan-1-one was prepared in a manner analogous to that described for 2-benzamido-5-methoxy-3-methylbenzamide in Method D, replacing nicotinic acid and 2-amino-5-methoxy-3-methylbenzamide with 4-(4-(3-chloro-4-fluorophenylamino)-2-(pyridin-3-yl)quinazolin-6-yl) butanoic acid and morpholine to give 32 mg of xxxv-a in a 40% yield as a beige solid. LCMS m/z=506.2, 508.1 (M+1) (Method 1) (retention time=1.85 min). 1H NM...